This data is from the Open Reaction Database (ORD), a public repository of structured organic reaction records. The task is: describe an organic reaction: reactants, conditions, products, and yield Reactants: step-ii, CC1(OB(OC1(C)C)C=1C=NN(C1)CC=1C=C(C#N)C=CC1)C (3-((4-(4,4,5,5-tetramethyl-1,3,2-dioxaborolan-2-yl)-1H-pyrazol-1-yl)methyl)benzonitrile), CC1(OB(OC1(C)C)C=1C=NN(C1)CC=1C=C(C#N)C=CC1)C (3-((4-(4,4,5,5-tetramethyl-1,3,2-dioxaborolan-2-yl)-1H-pyrazol-1-yl)methyl)benzonitrile), IC1=CN(C2=NC=C(C=C21)C=2C=C(C=CC2)NS(=O)(=O)C)S(=O)(=O)C2=CC=C(C)C=C2 (N-(3-(3-iodo-1-tosyl-1H-pyrrolo[2,3-b]pyridin-5-yl)phenyl)methanesulfonamide), IC1=CN(C2=NC=C(C=C21)C=2C=C(C=CC2)NS(=O)(=O)C)S(=O)(=O)C2=CC=C(C)C=C2 (N-(3-(3-iodo-1-tosyl-1H-pyrrolo[2,3-b]pyridin-5-yl)phenyl)methanesulfonamide), C([O-])([O-])=O.[Na+].[Na+] (sodium carbonate). The reagents and catalysts are C1=CC=C(C=C1)P([C-]2C=CC=C2)C3=CC=CC=C3.C1=CC=C(C=C1)P([C-]2C=CC=C2)C3=CC=CC=C3.Cl[Pd]Cl.[Fe+2] (PdCl2(dppf)). Solvent: COCCOC.O (DME water). Product: C(#N)C=1C=C(CN2N=CC(=C2)C2=CN(C3=NC=C(C=C32)C=3C=C(C=CC3)NS(=O)(=O)C)S(=O)(=O)C3=CC=C(C)C=C3)C=CC1 (N-(3-(3-(1-(3-cyanobenzyl)-1H-pyrazol-4-yl)-1-tosyl-1H-pyrrolo[2,3-b]pyridin-5-yl)phenyl) methanesulfonamide). The yield is 41.3%. As a reaction SMILES: I[C:2]1[C:10]2[C:5](=[N:6][CH:7]=[C:8]([C:11]3[CH:12]=[C:13]([NH:17][S:18]([CH3:21])(=[O:20])=[O:19])[CH:14]=[CH:15][CH:16]=3)[CH:9]=2)[N:4]([S:22]([C:25]2[CH:31]=[CH:30][C:28]([CH3:29])=[CH:27][CH:26]=2)(=[O:24])=[O:23])[CH:3]=1.CC1(C)C(C)(C)OB([C:40]2[CH:41]=[N:42][N:43]([CH2:45][C:46]3[CH:47]=[C:48]([CH:51]=[CH:52][CH:53]=3)[C:49]#[N:50])[CH:44]=2)O1.C(=O)([O-])[O-].[Na+].[Na+]>C1C=CC(P(C2C=CC=CC=2)[C-]2C=CC=C2)=CC=1.C1C=CC(P(C2C=CC=CC=2)[C-]2C=CC=C2)=CC=1.Cl[Pd]Cl.[Fe+2].COCCOC.O>[C:49]([C:48]1[CH:47]=[C:46]([CH:53]=[CH:52][CH:51]=1)[CH2:45][N:43]1[CH:44]=[C:40]([C:2]2[C:10]3[C:5](=[N:6][CH:7]=[C:8]([C:11]4[CH:12]=[C:13]([NH:17][S:18]([CH3:21])(=[O:20])=[O:19])[CH:14]=[CH:15][CH:16]=4)[CH:9]=3)[N:4]([S:22]([C:25]3[CH:31]=[CH:30][C:28]([CH3:29])=[CH:27][CH:26]=3)(=[O:24])=[O:23])[CH:3]=2)[CH:41]=[N:42]1)#[N:50] |f:2.3.4,5.6.7.8,9.10|. Procedure: Using similar reaction conditions as described in step-ii of example-1, N-(3-(3-iodo-1-tosyl-1H-pyrrolo[2,3-b]pyridin-5-yl)phenyl)methanesulfonamide (Intermediate 9) (200 mg, 0.35 mmol) was coupled with 3-((4-(4,4,5,5-tetramethyl-1,3,2-dioxaborolan-2-yl)-1H-pyrazol-1-yl)methyl)benzonitrile (Intermediate 14) (119.8 mg, 0.38 mmol) in sodium carbonate (111 mg, 1.05 mmol), PdCl2(dppf) (12.8 mg, 0.017 mmol) and DME/water (2/1 ml) to afford 90 mg (30% yield) of the pure product after column purificati... Starting materials: C(C)(C)C1=C(C(C(=O)O)=CC(=C1)C(C)C)O (3,5-diisopropylsalicylic acid), C(C)(C)C1=C(C(C(=O)O)=CC(=C1)C(C)C)O (3,5-diisopropylsalicylic acid), N1=CC=CC2=CC=CC=C12 (quinoline). Solvent: CCOC(=O)C (EtOAc). Yields the product EtOAc-hexanes, C(C)(C)C1=C(C=CC(=C1)C(C)C)O (2,4-Diisopropyl-phenol). Isolated yield 102.0%. RXN SMILES: [CH:1]([C:4]1[CH:12]=[C:11]([CH:13]([CH3:15])[CH3:14])[CH:10]=[C:6](C(O)=O)[C:5]=1[OH:16])([CH3:3])[CH3:2].N1C2C(=CC=CC=2)C=CC=1>CCOC(C)=O>[CH:1]([C:4]1[CH:12]=[C:11]([CH:13]([CH3:15])[CH3:14])[CH:10]=[CH:6][C:5]=1[OH:16])([CH3:3])[CH3:2]. Procedure details: A mixture of 3,5-diisopropylsalicylic acid (Intermediate 9, 25 g, 0.11 mol, available from Aldrich) and quinoline (50 mL) was refluxed for 4 h. The mixture was cooled to room temperature, diluted with EtOAc (200 mL), washed with 1M HCl (2×200 mL) until acidic, then with brine, dried over Na2SO4, and concentrated in vacuo. The residue was purified by flash column chromatography on silica gel (5% then 10% EtOAc-hexanes) to yield the title compound as a yellow oil (20 g, ˜100%). The reactants are ClCCl, CC(C)(C)OC(=O)N1CC(NC(=O)CNc2ncnc3ccc(C(F)(F)F)cc23)C1, O=C(O)C(F)(F)F. Yields the product O=C(CNc1ncnc2ccc(C(F)(F)F)cc12)NC1CNC1, O=C(O)C(F)(F)F. Reaction SMILES: [Cl:38][CH2:39][Cl:40].[F:1][C:2]([c:3]1[cH:4][c:5]2[c:6]([NH:13][CH2:14][C:15](=[O:16])[NH:17][CH:18]3[CH2:19][N:20]([C:22]([O:23][C:24]([CH3:25])([CH3:26])[CH3:27])=[O:28])[CH2:21]3)[n:7][cH:8][n:9][c:10]2[cH:11][cH:12]1)([F:29])[F:30].[F:31][C:32]([C:33](=[O:34])[OH:35])([F:36])[F:37]>>[F:1][C:2]([c:3]1[cH:4][c:5]2[c:6]([NH:13][CH2:14][C:15](=[O:16])[NH:17][CH:18]3[CH2:19][NH:20][CH2:21]3)[n:7][cH:8][n:9][c:10]2[cH:11][cH:12]1)([F:29])[F:30].[F:31][C:32]([C:33](=[O:34])[OH:35])([F:36])[F:37]. Starting materials: C(C(C(F)(F)F)=O)=O, CC1=CN=C(C=C1)N, [C-]#[N+]C1CCCCC1. The reagents and catalysts are O=C(O)C(F)(F)F (trifluoroacetic acid). Solvent: CC(C)O (isopropyl alcohol), CC(C)O (isopropylalcohol). Reaction conditions: temperature 22 celsius, time 20 hour. Yields the product Cc1ccc2nc(C(C(F)(F)F)=O)c(NC3CCCCC3)n2c1. The yield is 0.0%. RXN SMILES: CC1=CC=C(N)N=C1.[C-]#[N+]C1CCCCC1.FC(F)(F)C(=O)C=O>>CC1=CN2C(C=C1)=NC(C(=O)C(F)(F)F)=C2NC1CCCCC1. The reactants are ClCCl, C[Si](C)(C)C=[N+]=[N-], CCCCCC, Cl, CC(C)(CO)NC(=O)c1ccc(F)cc1F. Yields the product COCC(C)(C)NC(=O)c1ccc(F)cc1F. Reaction SMILES: [CH2:31]([Cl:32])[Cl:33].[CH3:1][Si:2]([CH:3]=[N+:4]=[N-:5])([CH3:6])[CH3:7].[CH3:8][CH2:9][CH2:10][CH2:11][CH2:12][CH3:13].[ClH:30].[OH:14][CH2:15][C:16]([CH3:17])([CH3:18])[NH:19][C:20]([c:21]1[c:22]([F:28])[cH:23][c:24]([F:27])[cH:25][cH:26]1)=[O:29]>>[CH3:1][O:14][CH2:15][C:16]([CH3:17])([CH3:18])[NH:19][C:20]([c:21]1[c:22]([F:28])[cH:23][c:24]([F:27])[cH:25][cH:26]1)=[O:29].